From a dataset of the Open Reaction Database (ORD), a public repository of structured organic reaction records. describe an organic reaction: reactants, conditions, products, and yield Starting materials: COC(=O)N=C(NC(=O)OC)SC, CCO, CNC(CN)c1ccccc1C, ClC(Cl)Cl, O. The product is COC(=O)NC1=NCC(c2ccccc2C)N1C. RXN SMILES: [CH3:17][O:18][C:19](=[O:20])[NH:21][C:22](=[N:23][C:24]([O:25][CH3:26])=[O:27])[S:28][CH3:29].[CH3:1][CH2:2][OH:3].[CH3:5][NH:6][CH:7]([CH2:8][NH2:9])[c:10]1[c:11]([CH3:16])[cH:12][cH:13][cH:14][cH:15]1.[CH:30]([Cl:31])([Cl:32])[Cl:33].[OH2:4]>>[CH3:5][N:6]1[CH:7]([c:10]2[c:11]([CH3:16])[cH:12][cH:13][cH:14][cH:15]2)[CH2:8][N:9]=[C:22]1[NH:21][C:19]([O:18][CH3:17])=[O:20]. Starting materials: Cl (hydrochloride), methyl ester, N[C@@H](CC1=CNC2=CC=CC=C12)C(=O)O (L-Tryptophan), Cl (hydrochloride), methyl ester, N[C@H](CC1=CNC2=CC=CC=C12)C(=O)O (D-Tryptophan), C(C1=CC=CC=C1)(=O)S[C@@H](C(=O)O)CC1=CC=CC=C1 ((R)-2-(benzoylthio)-3-phenylpropanoic acid), C(C1=CC=CC=C1)(=O)S[C@H](C(=O)O)CC1=CC=CC=C1 ((S)-2-(benzoylthio)-3-phenylpropanoic acid). The product is SC(C(=O)N[C@@H](CC1=CNC2=CC=CC=C12)C(=O)O)CC1=CC=CC=C1 ((S)N-(2-mercapto-1-oxo-3-phenylpropyl) D-Tryptophan). As a reaction SMILES: Cl.[NH2:2][C@H:3]([C:14]([OH:16])=[O:15])[CH2:4][C:5]1[C:13]2[C:8](=[CH:9][CH:10]=[CH:11][CH:12]=2)[NH:7][CH:6]=1.N[C@@H](C(O)=O)CC1C2C(=CC=CC=2)NC=1.C([S:40][C@H:41]([CH2:45][C:46]1[CH:51]=[CH:50][CH:49]=[CH:48][CH:47]=1)[C:42](O)=[O:43])(=O)C1C=CC=CC=1.C(S[C@@H](CC1C=CC=CC=1)C(O)=O)(=O)C1C=CC=CC=1>>[SH:40][CH:41]([CH2:45][C:46]1[CH:51]=[CH:50][CH:49]=[CH:48][CH:47]=1)[C:42]([NH:2][C@H:3]([C:14]([OH:16])=[O:15])[CH2:4][C:5]1[C:13]2[C:8](=[CH:9][CH:10]=[CH:11][CH:12]=2)[NH:7][CH:6]=1)=[O:43]. Procedure details: The operation is carried out as in Stage 1 of Example 24 using, instead of the hydrochloride of the methyl ester of L-Tryptophan, the hydrochloride of the methyl ester of D-Tryptophan and, instead of (R)-2-(benzoylthio)-3-phenylpropanoic acid, (S)-2-(benzoylthio)-3-phenylpropanoic acid (prepared according the same reference). After purification by chromatography on silica with a methylene chloride-ethyl acetate: 95-5 mixture as eluant, 564 mg of expected product (SR isomer) (colourless foam) is ... Reactants: C(C)(C)(C)OC(=O)N1CCN(CCC1)C1=C(C=CC=C1)C#N (4-(2-cyano-phenyl)-perhydro-1,4-diazepine-1-carboxylic acid tert-butyl ester), [H][H] (hydrogen). The reagents and catalysts are [Ni] (Raney Nickel). Solvent: N.CCO (NH3 EtOH). Run at time 2.5 hour. The product is C(C)(C)(C)OC(=O)N1CCN(CCC1)C1=C(C=CC=C1)CN (4-(2-Aminomethyl-phenyl)-perhydro-1,4-diazepine-1-carboxylic acid tert-butyl ester). Yield: 98.2%. RXN SMILES: [C:1]([O:5][C:6]([N:8]1[CH2:14][CH2:13][CH2:12][N:11]([C:15]2[CH:20]=[CH:19][CH:18]=[CH:17][C:16]=2[C:21]#[N:22])[CH2:10][CH2:9]1)=[O:7])([CH3:4])([CH3:3])[CH3:2].[H][H]>N.CCO.[Ni]>[C:1]([O:5][C:6]([N:8]1[CH2:14][CH2:13][CH2:12][N:11]([C:15]2[CH:20]=[CH:19][CH:18]=[CH:17][C:16]=2[CH2:21][NH2:22])[CH2:10][CH2:9]1)=[O:7])([CH3:4])([CH3:2])[CH3:3] |f:2.3|. Procedure: To a solution of 4-(2-cyano-phenyl)-perhydro-1,4-diazepine-1-carboxylic acid tert-butyl ester (905 mg, 3.0 mmol) in NH3/EtOH (2M, 15 mL) was added Raney Nickel (5 mL slurry in water). The atmosphere was exchanged with hydrogen via balloon and the mixture was allowed to stir for 2.5 h. After this time the mixture was filtered through celite and concentrated to yield the title compound (900 mg). m/z (M+1) 305.31. The reactants are C1(=CC=CC=C1)CCC(=O)C1=CN=C2SC=C(N21)C ((2-Phenylethyl)-3-methylimidazo[2,1-b]thiazol-5-yl methanone), C[Mg]Br (methyl magnesium bromide), [NH4+].[Cl-] (NH4Cl). Solvent: C1CCOC1 (THF). The product is CC(O)(C1=CN=C2SC=C(N21)C)CCC2=CC=CC=C2 (α,3-Dimethyl-α-(2-phenylethyl)imidazo[2,1-b]thiazole-5-methanol). Reaction SMILES: [C:1]1([CH2:7][CH2:8][C:9]([C:11]2[N:18]3[C:14]([S:15][CH:16]=[C:17]3[CH3:19])=[N:13][CH:12]=2)=[O:10])[CH:6]=[CH:5][CH:4]=[CH:3][CH:2]=1.[CH3:20][Mg]Br.[NH4+].[Cl-]>C1COCC1>[CH3:20][C:9]([CH2:8][CH2:7][C:1]1[CH:6]=[CH:5][CH:4]=[CH:3][CH:2]=1)([C:11]1[N:18]2[C:14]([S:15][CH:16]=[C:17]2[CH3:19])=[N:13][CH:12]=1)[OH:10] |f:2.3|. Procedure details: A solution of (2-Phenylethyl)-3-methylimidazo[2,1-b]thiazol-5-yl methanone (Formula B-6) (0.40 g) in THF (6 mL) was treated with 3M ethereal methyl magnesium bromide (0.6 mL) and reacted for 18 hours. The suspension was treated with 5% NH4Cl solution and precipitated α,3-Dimethyl-α-(2-phenylethyl)imidazo[2,1-b]thiazole-5-methanol (Formula B-7) was extracted into ethyl acetate. The extract was dried and evaporated to a viscous residue which deposited α,3-Dimethyl-α-(2-phenylethyl)imidazo[2,1-b]th... Starting materials: B(Br)(Br)Br (Boron tribromide), COC1=CC=C(C=C1)C=1N=C(SC1)C(=O)N (4-(4-methoxyphenyl)-thiazole-2-carboxamide), O (water). Run in ClCCl (dichloromethane). Conditions: time 2 hour. Yields the product OC1=CC=C(C=C1)C=1N=C(SC1)C(=O)N (4-(4-hydroxyphenyl)-thiazole-2-carboxamide). Isolated yield 72.0%. As a reaction SMILES: B(Br)(Br)Br.C[O:6][C:7]1[CH:12]=[CH:11][C:10]([C:13]2[N:14]=[C:15]([C:18]([NH2:20])=[O:19])[S:16][CH:17]=2)=[CH:9][CH:8]=1.O>ClCCl>[OH:6][C:7]1[CH:8]=[CH:9][C:10]([C:13]2[N:14]=[C:15]([C:18]([NH2:20])=[O:19])[S:16][CH:17]=2)=[CH:11][CH:12]=1. Procedure: Boron tribromide (3.7 ml) was added dropwise under nitrogen to a suspension of 4-(4-methoxyphenyl)-thiazole-2-carboxamide (3 g) in dichloromethane (45 ml). The mixture was stirred at room temperature for 2 h, then under reflux for 2 h and then cooled, after which water (60 ml) was added cautiously. The precipitate was filtered and the collected solid was dried under vacuum at 50° C., and recrystallised from methanol to give 4-(4-hydroxyphenyl)-thiazole-2-carboxamide (2.03 g), m.p. 223°-227° C. Starting materials: CCOC(=O)C=Cc1ccccc1CC#N, CCO, [H][H]. RXN SMILES: [C:1](#[N:2])[CH2:3][c:4]1[c:5]([CH:6]=[CH:7][C:8](=[O:9])[O:10][CH2:11][CH3:12])[cH:13][cH:14][cH:15][cH:16]1.[CH3:19][CH2:20][OH:21].[H:17][H:18]>>[C:1](#[N:2])[CH2:3][c:4]1[c:5]([CH2:6][CH2:7][C:8](=[O:9])[O:10][CH2:11][CH3:12])[cH:13][cH:14][cH:15][cH:16]1. Yields the product CCOC(=O)CCc1ccccc1CC#N. The reactants are [N+](=O)([O-])C1=CC2=CC=CC=C2C=C1 (2-nitro naphthalene), C(#N)CC(=O)OCC (Ethyl cyanoacetate), [OH-].[K+] (potassium hydroxide), [C-]#N.[K+] (potassium cyanide), [OH-].[Na+] (NaOH). Run in CN(C)C=O (DMF). Conditions: time 30 minute. The product is NC1=C(C2=CC=CC=C2C=C1)C#N (2-amino 1-naphthonitrile). Yield: 69.4%. Reaction SMILES: [C:1]([CH2:3][C:4](OCC)=O)#[N:2].[OH-].[K+].[C-]#N.[K+].[N+:14]([C:17]1C=C[C:24]2[C:19](=[CH:20][CH:21]=[CH:22][CH:23]=2)[CH:18]=1)([O-])=O.[OH-].[Na+]>CN(C=O)C>[NH2:14][C:17]1[CH:18]=[CH:19][C:20]2[C:4](=[CH:24][CH:23]=[CH:22][CH:21]=2)[C:3]=1[C:1]#[N:2] |f:1.2,3.4,6.7|. Procedure: Ethyl cyanoacetate (111.0 g, 982 mmol) was added to a suspension of potassium hydroxide pellets (52.0 g, 789 mmol) and potassium cyanide (16.0 g, 246 mmol) in dry DMF (500 mL). This was stirred at ambient temperature for 30 minutes, then 85% 2-nitro naphthalene (40.0 g, 197 mmol) was added to the reaction mixture. After stirring at room temperature for 22 hours, the reaction was refluxed for 10 minutes, then 10% NaOH (300 mL) was added and refluxing was continued for an additional 2 hours. The r... As a reaction SMILES: [C:18](=[O:19])([O-:20])[O-:21].[CH3:36][N:37]([CH3:38])[CH:39]=[O:40].[Cs+:22].[Cs+:23].[I:24][CH:25]1[CH2:26][N:27]([C:29](=[O:30])[O:31][C:32]([CH3:33])([CH3:34])[CH3:35])[CH2:28]1.[NH2:1][c:2]1[c:3]([C:15](=[O:16])[NH2:17])[cH:4][c:5]2[c:6]([nH:7][c:8]3[cH:9][cH:10][cH:11][cH:12][c:13]23)[n:14]1>>[NH2:1][c:2]1[c:3]([C:15](=[O:16])[NH2:17])[cH:4][c:5]2[c:6]([n:7]([CH:25]3[CH2:26][N:27]([C:29](=[O:30])[O:31][C:32]([CH3:33])([CH3:34])[CH3:35])[CH2:28]3)[c:8]3[cH:9][cH:10][cH:11][cH:12][c:13]23)[n:14]1. The reactants are O=C([O-])[O-], CN(C)C=O, [Cs+], [Cs+], CC(C)(C)OC(=O)N1CC(I)C1, NC(=O)c1cc2c(nc1N)[nH]c1ccccc12. The product is CC(C)(C)OC(=O)N1CC(n2c3ccccc3c3cc(C(N)=O)c(N)nc32)C1. Reactants: CC1(C)COC(CCCC=O)OC1, CCOC(C)=O, CC(Cl)Cl, CCNc1ccc(OC(F)(F)F)cc1CN1C(=O)OC(c2cc(C(F)(F)F)cc(C(F)(F)F)c2)C1C. The product is CCN(CCCCC1OCC(C)(C)CO1)c1ccc(OC(F)(F)F)cc1CN1C(=O)OC(c2cc(C(F)(F)F)cc(C(F)(F)F)c2)C1C. RXN SMILES: [CH3:37][C:38]1([CH3:49])[CH2:39][O:40][CH:41]([CH2:44][CH2:45][CH2:46][CH:47]=[O:48])[O:42][CH2:43]1.[CH3:54][CH2:55][O:56][C:57]([CH3:58])=[O:59].[Cl:50][CH:51]([Cl:52])[CH3:53].[F:1][C:2]([c:3]1[cH:4][c:5]([CH:13]2[CH:14]([CH3:34])[N:15]([CH2:19][c:20]3[c:21]([NH:31][CH2:32][CH3:33])[cH:22][cH:23][c:24]([O:26][C:27]([F:28])([F:29])[F:30])[cH:25]3)[C:16](=[O:18])[O:17]2)[cH:6][c:7]([C:9]([F:10])([F:11])[F:12])[cH:8]1)([F:35])[F:36]>>[F:1][C:2]([c:3]1[cH:4][c:5]([CH:13]2[CH:14]([CH3:34])[N:15]([CH2:19][c:20]3[c:21]([N:31]([CH2:32][CH3:33])[CH2:47][CH2:46][CH2:45][CH2:44][CH:41]4[O:40][CH2:39][C:38]([CH3:37])([CH3:49])[CH2:43][O:42]4)[cH:22][cH:23][c:24]([O:26][C:27]([F:28])([F:29])[F:30])[cH:25]3)[C:16](=[O:18])[O:17]2)[cH:6][c:7]([C:9]([F:10])([F:11])[F:12])[cH:8]1)([F:35])[F:36].